This data is from the Open Reaction Database (ORD), a public repository of structured organic reaction records. The task is: describe an organic reaction: reactants, conditions, products, and yield Starting materials: CCOC(=O)CBr, CN(C)C=O, [H-], [Na+], O=CNc1nc2ccccc2s1. Yields the product CCOC(=O)CNc1nc2ccccc2s1. Reaction SMILES: [Br:15][CH2:16][C:17](=[O:18])[O:19][CH2:20][CH3:21].[CH3:22][N:23]([CH3:24])[CH:25]=[O:26].[H-:1].[Na+:2].[s:3]1[c:4]([NH:12][CH:13]=[O:14])[n:5][c:6]2[c:7]1[cH:8][cH:9][cH:10][cH:11]2>>[s:3]1[c:4]([NH:12][CH2:13][C:17](=[O:18])[O:19][CH2:20][CH3:21])[n:5][c:6]2[c:7]1[cH:8][cH:9][cH:10][cH:11]2. Reactants: Cc1ccc(C=NO)o1, CC(C)=O, CCOC(=O)C1(F)C(=O)NC(=O)NC1OC(C)=O, c1ccncc1. Product: CCOC(=O)C1(F)C(=O)NC(=O)NC1ON=Cc1ccc(C)o1. Reaction SMILES: [CH3:19][c:20]1[cH:21][cH:22][c:23]([CH:24]=[N:25][OH:26])[o:27]1.[CH3:28][C:29]([CH3:30])=[O:31].[F:1][C:2]1([C:14](=[O:15])[O:16][CH2:17][CH3:18])[C:3](=[O:13])[NH:4][C:5](=[O:12])[NH:6][CH:7]1[O:8][C:9](=[O:10])[CH3:11].[n:32]1[cH:33][cH:34][cH:35][cH:36][cH:37]1>>[F:1][C:2]1([C:14](=[O:15])[O:16][CH2:17][CH3:18])[C:3](=[O:13])[NH:4][C:5](=[O:12])[NH:6][CH:7]1[O:8][N:25]=[CH:24][c:23]1[cH:22][cH:21][c:20]([CH3:19])[o:27]1. Procedure: The compound was prepared by palladium-catalyzed arylation of the product of step 1 with 4-formylphenyl boronic acid: 1H NMR (400 MHz, CDCl3) δ 10.13 (s, 1H), 8.91 (d, J=4.8 Hz, 1H), 8.74 (d, J=8.5 Hz, 2H), 8.28 (d, J=8.4 Hz, 2H), 8.03 (d, J=8.4 Hz, 2H), 7.65 (d, J=5.3 Hz, 1H), 7.39 (d, J=8.6 Hz, 2H); EIMS m/z 344 (M+). Reagents/catalysts: [Pd] (palladium). RXN SMILES: Cl[C:2]1[CH:7]=[CH:6][N:5]=[C:4]([C:8]2[CH:13]=[CH:12][C:11]([O:14][C:15]([F:18])([F:17])[F:16])=[CH:10][CH:9]=2)[N:3]=1.[CH:19]([C:21]1[CH:26]=[CH:25][C:24](B(O)O)=[CH:23][CH:22]=1)=[O:20]>[Pd]>[F:16][C:15]([F:18])([F:17])[O:14][C:11]1[CH:12]=[CH:13][C:8]([C:4]2[N:3]=[C:2]([C:24]3[CH:25]=[CH:26][C:21]([CH:19]=[O:20])=[CH:22][CH:23]=3)[CH:7]=[CH:6][N:5]=2)=[CH:9][CH:10]=1. Starting materials: ClC1=NC(=NC=C1)C1=CC=C(C=C1)OC(F)(F)F (4-Chloro-2-(4-trifluoromethoxyphenyl)-pyrimidine), C(=O)C1=CC=C(C=C1)B(O)O (4-formylphenyl boronic acid). Product: FC(OC1=CC=C(C=C1)C1=NC=CC(=N1)C1=CC=C(C=O)C=C1)(F)F (4-[2-(4-trifluoromethoxyphenyl)-pyrimidin-4-yl]-benzaldehyde). Reactants: O (water), O=C1C=2C=CN(C2CCC1)CCO (4-oxo-4,5,6,7-tetrahydro-1-N-(β-hydroxyethyl)indole). The reagents and catalysts are [Pd] (palladium on carbon). The solvent is ClCCl (dichloromethane), petroleum ether, COCCOCCOC (diglyme). Run at temperature 162 celsius. The product is OC1=C2C=CN(C2=CC=C1)CCO (4-hydroxy-1-N-(β-hydroxyethyl)indole). Yield: 44.5%. As a reaction SMILES: O.[O:2]=[C:3]1[CH2:11][CH2:10][CH2:9][C:8]2[N:7]([CH2:12][CH2:13][OH:14])[CH:6]=[CH:5][C:4]1=2>[Pd].COCCOCCOC.ClCCl>[OH:2][C:3]1[CH:11]=[CH:10][CH:9]=[C:8]2[C:4]=1[CH:5]=[CH:6][N:7]2[CH2:12][CH2:13][OH:14]. Reported procedure: 15 g of palladium on carbon at 5% by weight and containing 50% of water were added to a solution of 25 g of 4-oxo-4,5,6,7-tetrahydro-1-N-(β-hydroxyethyl)indole, obtained in the preceding stage, in 300 cm3 of diglyme. The temperature of the mixture was raised and maintained at 162° C. for 10 hours. The mixture was then allowed to return to a temperature of 40° C. and then the catalyst was filtered off. The solvents were then removed under vacuum until 21.4 g of crude product were obtained which w... Reactants: C(C)N(CCOC1=CC=C(C=C1)N=C=S)CC (4-(2-Diethylaminoethoxy)phenylisothiocyanate), CI (methyl iodide), COC1=CC2=C(N=C(S2)NC(=N)N)C=C1 (6-Methoxybenzothiazol-2-ylguanidine), [H-].[Na+] (sodium hydride). Run in CN(C=O)C (dimethylformamide), O (Water). Reaction conditions: time 15 minute. Product: NC=1N=C2SC3=C(N2C(N1)=NC1=CC=C(C=C1)OCCN(CC)CC)C=CC(=C3)OC (2-Amino-4-[4-(2-diethylaminoethoxy)phenyl]imino-8-methoxy-4H-1,3,5-triazino[2,1-b]benzothiazole). The yield is 83.6%. RXN SMILES: [CH3:1][O:2][C:3]1[CH:15]=[CH:14][C:6]2[N:7]=[C:8]([NH:10][C:11]([NH2:13])=[NH:12])[S:9][C:5]=2[CH:4]=1.[H-].[Na+].[CH2:18]([N:20]([CH2:33][CH3:34])[CH2:21][CH2:22][O:23][C:24]1[CH:29]=[CH:28][C:27]([N:30]=[C:31]=S)=[CH:26][CH:25]=1)[CH3:19].CI>CN(C)C=O.O>[NH2:12][C:11]1[N:10]=[C:8]2[N:7]([C:31](=[N:30][C:27]3[CH:26]=[CH:25][C:24]([O:23][CH2:22][CH2:21][N:20]([CH2:18][CH3:19])[CH2:33][CH3:34])=[CH:29][CH:28]=3)[N:13]=1)[C:6]1[CH:14]=[CH:15][C:3]([O:2][CH3:1])=[CH:4][C:5]=1[S:9]2 |f:1.2|. Procedure: 6-Methoxybenzothiazol-2-ylguanidine (0.2 g) was added to a suspension of sodium hydride (0.022 g=0.044 g of 50% dispersion in oil) in anhydrous dimethylformamide (20 mls) and the resulting mixture was stirred at room temperature for 15 mins. 4-(2-Diethylaminoethoxy)phenylisothiocyanate (0.23 g) was added followed, after 2.5 hrs, by methyl iodide (0.14 g) and the mixture stirred for a further 18 hrs. Water was added to precipitate a yellow solid which was collected by filtration, washed with etha... Starting materials: FC1=CC=C(OC2=CC=C(N)C=C2)C=C1 (4-(4-fluorophenoxy)aniline), C(C)(=O)NCCC[C@@H](C(=O)O)NC(=O)OC(C)(C)C ((S)-5-acetamido-2-(tert-butoxycarbonylamino)pentanoic acid). Product: C(C)(=O)NCCC[C@@H](C(=O)NC1=CC=C(C=C1)OC1=CC=C(C=C1)F)N ((S)-5-acetamido-2-amino-N-(4-(4-fluorophenoxy)phenyl)pentanamide). Yield: 56.0%. Reaction SMILES: [F:1][C:2]1[CH:15]=[CH:14][C:5]([O:6][C:7]2[CH:13]=[CH:12][C:10]([NH2:11])=[CH:9][CH:8]=2)=[CH:4][CH:3]=1.[C:16]([NH:19][CH2:20][CH2:21][CH2:22][C@H:23]([NH:27]C(OC(C)(C)C)=O)[C:24](O)=[O:25])(=[O:18])[CH3:17]>>[C:16]([NH:19][CH2:20][CH2:21][CH2:22][C@H:23]([NH2:27])[C:24]([NH:11][C:10]1[CH:12]=[CH:13][C:7]([O:6][C:5]2[CH:14]=[CH:15][C:2]([F:1])=[CH:3][CH:4]=2)=[CH:8][CH:9]=1)=[O:25])(=[O:18])[CH3:17]. Procedure details: Proceeding as in Reference 5, but substituting 4-(4-fluorophenoxy)aniline and (S)-5-acetamido-2-(tert-butoxycarbonylamino)pentanoic acid, gave (S)-5-acetamido-2-amino-N-(4-(4-fluorophenoxy)phenyl)pentanamide (200 mg, 56%). The reactants are C(C)(C)(C)OC(NC1=C(C=C(C=C1)Cl)NC(CC(C1=CC(=CC=C1)C=1C=NC=NC1)=O)=O)=O ({4-chloro-2-[3-oxo-3-(3-pyrimidin-5-yl-phenyl)-propionylamino]-phenyl}-carbamic acid tert-butyl ester), C(=O)(C(F)(F)F)O (TFA). Solvent: C(Cl)Cl (CH2Cl2). The product is ClC=1C=CC2=C(NC(CC(=N2)C2=CC(=CC=C2)C=2C=NC=NC2)=O)C1 (8-Chloro-4-(3-pyrimidin-5-yl-phenyl)-1,3-dihydro-benzo[b][1,4]diazepin-2-one), solid. The yield is 88.0%. RXN SMILES: C(OC(=O)[NH:7][C:8]1[CH:13]=[CH:12][C:11]([Cl:14])=[CH:10][C:9]=1[NH:15][C:16](=[O:32])[CH2:17][C:18](=O)[C:19]1[CH:24]=[CH:23][CH:22]=[C:21]([C:25]2[CH:26]=[N:27][CH:28]=[N:29][CH:30]=2)[CH:20]=1)(C)(C)C.C(O)(C(F)(F)F)=O>C(Cl)Cl>[Cl:14][C:11]1[CH:12]=[CH:13][C:8]2[N:7]=[C:18]([C:19]3[CH:24]=[CH:23][CH:22]=[C:21]([C:25]4[CH:26]=[N:27][CH:28]=[N:29][CH:30]=4)[CH:20]=3)[CH2:17][C:16](=[O:32])[NH:15][C:9]=2[CH:10]=1. Procedure: The title compound was prepared from {4-chloro-2-[3-oxo-3-(3-pyrimidin-5-yl-phenyl)-propionylamino]-phenyl}-carbamic acid tert-butyl ester (Example M86) (0.35 g, 0.75 mmol) by treatment with TFA in CH2Cl2 according to the general procedure N. Obtained as a light brown solid (230 mg, 88%).